Task: describe an organic reaction: reactants, conditions, products, and yield. Dataset: the Open Reaction Database (ORD), a public repository of structured organic reaction records Starting materials: CCO, CC(=O)O, Cl, [Na+], [OH-], CCN(CC1(C)CN(C(c2ccccc2)c2ccccc2)C1)C(=O)C(F)(F)F. Product: CCNCC1(C)CN(C(c2ccccc2)c2ccccc2)C1. RXN SMILES: [CH3:31][CH2:32][OH:33].[CH3:35][C:36](=[O:37])[OH:38].[ClH:34].[Na+:30].[OH-:29].[c:1]1([CH:7]([N:8]2[CH2:9][C:10]([CH2:12][N:13]([CH2:14][CH3:15])[C:16](=[O:17])[C:18]([F:19])([F:20])[F:21])([CH3:22])[CH2:11]2)[c:23]2[cH:24][cH:25][cH:26][cH:27][cH:28]2)[cH:2][cH:3][cH:4][cH:5][cH:6]1>>[c:1]1([CH:7]([N:8]2[CH2:9][C:10]([CH2:12][NH:13][CH2:14][CH3:15])([CH3:22])[CH2:11]2)[c:23]2[cH:24][cH:25][cH:26][cH:27][cH:28]2)[cH:2][cH:3][cH:4][cH:5][cH:6]1. Starting materials: OCc1ccc(Cl)c(Cl)c1, CCOC(=O)N=NC(=O)OCC, C1CCOC1, COc1cc(O)ccc1C=O, c1ccc(P(c2ccccc2)c2ccccc2)cc1, Cc1ccccc1. Product: COc1cc(OCc2ccc(Cl)c(Cl)c2)ccc1C=O. Reaction SMILES: [Cl:12][c:13]1[cH:14][c:15]([CH2:16][OH:17])[cH:18][cH:19][c:20]1[Cl:21].[N:48]([C:49]([O:50][CH2:51][CH3:52])=[O:53])=[N:54][C:55]([O:56][CH2:57][CH3:58])=[O:59].[O:60]1[CH2:61][CH2:62][CH2:63][CH2:64]1.[OH:1][c:2]1[cH:3][c:4]([O:10][CH3:11])[c:5]([CH:6]=[O:7])[cH:8][cH:9]1.[c:22]1([P:23]([c:24]2[cH:25][cH:26][cH:27][cH:28][cH:29]2)[c:30]2[cH:31][cH:32][cH:33][cH:34][cH:35]2)[cH:36][cH:37][cH:38][cH:39][cH:40]1.[c:41]1([CH3:42])[cH:43][cH:44][cH:45][cH:46][cH:47]1>>[O:1]([c:2]1[cH:3][c:4]([O:10][CH3:11])[c:5]([CH:6]=[O:7])[cH:8][cH:9]1)[CH2:16][c:15]1[cH:14][c:13]([Cl:12])[c:20]([Cl:21])[cH:19][cH:18]1.